Dataset: the Open Reaction Database (ORD), a public repository of structured organic reaction records. Task: describe an organic reaction: reactants, conditions, products, and yield Starting materials: BrC1=C2C=CNC2=C(N=C1)Cl (4-bromo-7-chloro-6-azaindole), CuBr, C[O-].[Na+] (NaOMe), [NH4+].[Cl-] (NH4Cl). Reaction conditions: temperature 110 celsius. Product: COC1=C2C=CNC2=C(N=C1)Cl (4-methoxy-7-chloro-6-azaindole). Reaction SMILES: Br[C:2]1[CH:10]=[N:9][C:8]([Cl:11])=[C:7]2[C:3]=1[CH:4]=[CH:5][NH:6]2.[NH4+].[Cl-].[CH3:14][O-:15].[Na+]>>[CH3:14][O:15][C:2]1[CH:10]=[N:9][C:8]([Cl:11])=[C:7]2[C:3]=1[CH:4]=[CH:5][NH:6]2 |f:1.2,3.4|. Reported procedure: A mixture of 4-bromo-7-chloro-6-azaindole (6 g), CuBr (3.7 g) and NaOMe (30 mL, 5% in MeOH) was heated at 110° C. for 24 hours in a sealed tube. After cooling to room temperature, the reaction mixture was added to saturated aqueous NH4Cl. The resulting aqueous solution was extracted with EtOAc (3×30 mL). The combined organic layer was dried over MgSO4, filtered and the filtrate was concentrated in vacuo to afford a residue, which was purified by using silica gel chromatography to give 1.8 g of 4... The reactants are CO (methanol), COC(=O)C1=NC=C(C=C1)OCC=1C(=NOC1C)C1=NC=C(C=C1)F (5-[3-(5-fluoro-pyridin-2-yl)-5-methyl-isoxazol-4-ylmethoxy]-pyridine-2-carboxylic acid methyl ester), O.[OH-].[Li+] (lithium hydroxide monohydrate). The solvent is C1CCOC1 (THF), O (water). Conditions: time 8 hour. The product is FC=1C=CC(=NC1)C1=NOC(=C1COC=1C=CC(=NC1)C(=O)O)C (5-[3-(5-Fluoro-pyridin-2-yl)-5-methyl-isoxazol-4-ylmethoxy]-pyridine-2-carboxylic acid). The yield is 68.7%. As a reaction SMILES: C[O:2][C:3]([C:5]1[CH:10]=[CH:9][C:8]([O:11][CH2:12][C:13]2[C:14]([C:19]3[CH:24]=[CH:23][C:22]([F:25])=[CH:21][N:20]=3)=[N:15][O:16][C:17]=2[CH3:18])=[CH:7][N:6]=1)=[O:4].O.[OH-].[Li+].CO>C1COCC1.O>[F:25][C:22]1[CH:23]=[CH:24][C:19]([C:14]2[C:13]([CH2:12][O:11][C:8]3[CH:9]=[CH:10][C:5]([C:3]([OH:4])=[O:2])=[N:6][CH:7]=3)=[C:17]([CH3:18])[O:16][N:15]=2)=[N:20][CH:21]=1 |f:1.2.3|. Procedure details: To a solution of 5-[3-(5-fluoro-pyridin-2-yl)-5-methyl-isoxazol-4-ylmethoxy]-pyridine-2-carboxylic acid methyl ester (540 mg, 1.42 mmol) in THF (5.4 mL) was added a solution of lithium hydroxide monohydrate (118 mg, 2.83 mmol) in water (5.4 mL) followed by methanol (2 mL) and the resulting mixture stirred at room temperature overnight. The mixture was then evaporated and acidified with HCl (1 N) and the mixture cooled to 0° C. for 30 min. A solid formed which was filtered off, washed with water ... Starting materials: CCCCN1CCNCC1, NS(=O)(=O)c1cc(C(=O)O)c(Cl)cc1F, O. The product is CCCCN1CCN(c2cc(Cl)c(C(=O)O)cc2S(N)(=O)=O)CC1. RXN SMILES: [CH2:16]([CH2:17][CH2:18][CH3:19])[N:20]1[CH2:21][CH2:22][NH:23][CH2:24][CH2:25]1.[Cl:1][c:2]1[cH:3][c:4]([F:15])[c:5]([S:11]([NH2:12])(=[O:13])=[O:14])[cH:6][c:7]1[C:8](=[O:9])[OH:10].[OH2:26]>>[Cl:1][c:2]1[cH:3][c:4]([N:23]2[CH2:22][CH2:21][N:20]([CH2:16][CH2:17][CH2:18][CH3:19])[CH2:25][CH2:24]2)[c:5]([S:11]([NH2:12])(=[O:13])=[O:14])[cH:6][c:7]1[C:8](=[O:9])[OH:10]. The reactants are N[C@@H](CO)C ((R)-2-Aminopropan-1-ol), C(C1=CC=CC=C1)=O (benzaldehyde), CO (methanol), [BH4-].[Na+] (sodium borohydride). Solvent: C1=CC=CC=C1 (benzene). Reaction conditions: time 8 hour. Yields the product C(C1=CC=CC=C1)N[C@@H](CO)C ((R)-2-(Benzylamino)propan-1-ol). Reaction SMILES: [NH2:1][C@H:2]([CH3:5])[CH2:3][OH:4].[CH:6](=O)[C:7]1[CH:12]=[CH:11][CH:10]=[CH:9][CH:8]=1.[BH4-].[Na+].CO>C1C=CC=CC=1>[CH2:6]([NH:1][C@H:2]([CH3:5])[CH2:3][OH:4])[C:7]1[CH:12]=[CH:11][CH:10]=[CH:9][CH:8]=1 |f:2.3|. Procedure: (R)-2-Aminopropan-1-ol (20.00 g, 266.3 mmol) was dissolved in benzene (266 mL) before benzaldehyde (26.91 mL, 266.3 mmol) was added and the reaction refluxed under a Dean-Stark trap for 1.5 h collecting 4.2 mL of water. The reaction mixture was cooled in an ice bath before sodium borohydride (10.07 g, 266.3 mmol) was added. The mixture was warmed to RT and stirred overnight. In an ice bath, methanol was added to the reaction mixture to quench the hydride, then the reaction concentrated, filtered... Product: 562, C(CCC)OC(C=1C(N)=CC=CC1)=O (anthranilic acid n-butyl ester). Conditions: time 8 hour. Isolated yield 97.0%. Starting materials: COC(C=1C(N)=CC=CC1)=O (anthranilic acid methyl ester), C(CCC)O (n-butanol), C([O-])([O-])=O.[K+].[K+] (potassium carbonate). The solvent is CO (methanol). As a reaction SMILES: [CH3:1][O:2][C:3](=[O:11])[C:4]1[C:5](=[CH:7][CH:8]=[CH:9][CH:10]=1)[NH2:6].[CH2:12](O)[CH2:13][CH2:14]C.C(=O)([O-])[O-].[K+].[K+]>CO>[CH2:1]([O:2][C:3](=[O:11])[C:4]1[C:5](=[CH:7][CH:8]=[CH:9][CH:10]=1)[NH2:6])[CH2:12][CH2:13][CH3:14] |f:2.3.4|. Reported procedure: 453 parts of anthranilic acid methyl ester, 444 parts of n-butanol and 11 parts of potassium carbonate are heated together and the methanol thus formed is distilled off over a column. A subsequent intermediate fraction contains both methanol and n-butanol. Finally, the excess quantity of n-butanol is distilled off, preferably in vacuo towards the end of this operational step. The reaction time lasts for about 8 hours. After filtration of the catalyst there are obtained 562 parts of anthranilic a... Conditions: temperature 65 celsius, time 16 hour. Reaction SMILES: [O:1]=[C:2]1[C:10](=[O:11])[C:9]2[N:8]([CH2:12][CH2:13][P:14](=[O:17])([OH:16])[OH:15])[CH2:7][CH2:6][CH2:5][NH:4][C:3]1=2.C(N(CC)[CH:22]([CH3:24])[CH3:23])(C)C.Cl[CH2:28][O:29][C:30](=[O:38])[CH:31]([CH2:35][CH2:36][CH3:37])[CH2:32][CH2:33][CH3:34]>CN(C=O)C>[CH2:32]([CH:31]([CH2:24][CH2:22][CH3:23])[C:30]([O:29][CH2:28][O:17][P:14]([CH2:13][CH2:12][N:8]1[CH2:7][CH2:6][CH2:5][NH:4][C:3]2[C:2](=[O:1])[C:10](=[O:11])[C:9]1=2)(=[O:15])[O:16][CH2:28][O:29][C:30](=[O:38])[CH:31]([CH2:35][CH2:36][CH3:37])[CH2:32][CH2:33][CH3:34])=[O:38])[CH2:33][CH3:34]. Reported procedure: A solution of the starting [2-(8,9-dioxo-2,6-diazabicyclo[5.2.0]non-1(7)-en-2-yl)ethyl]phosphonic acid (26 mmol, 6.765 g) in dry DMF (250 mL) was treated with N,N-diisopropylethylamine (104 mmol, 13.442 g) followed by 2-propyl-pentanoic acid chloromethyl ester (88 mmol, 17 g, synthesis described below) at ambient temperature and under exclusion of moisture. The reaction mixture was heated to 65° C. and held, with stirring, at 65° C. for over 16 hours. The solvent was removed by vacuum distillati... The reactants are O=C1C=2NCCCN(C2C1=O)CCP(O)(O)=O ([2-(8,9-dioxo-2,6-diazabicyclo[5.2.0]non-1(7)-en-2-yl)ethyl]phosphonic acid), C(C)(C)N(C(C)C)CC (N,N-diisopropylethylamine), ClCOC(C(CCC)CCC)=O (2-propyl-pentanoic acid chloromethyl ester). Solvent: CN(C)C=O (DMF). Yield: 56.4%. Product: C(CC)C(C(=O)OCOP(OCOC(C(CCC)CCC)=O)(=O)CCN1C=2C(C(C2NCCC1)=O)=O)CCC (3-{2-[8,9-Dioxo-2,6-diazabicyclo[5.2.0]non-1(7)-en-2-yl]ethyl}-3-oxido-7-oxo-8-propyl-2,4,6-trioxa-3-phosphaundec-1-yl 2-propylpentanoate). Reactants: BrC=1C=C(C2=C(CCN(CC2)C)C1)OC (8-bromo-6-methoxy-3-methyl-2,3,4,5-tetrahydro-1H-3-benzazepine), Cl.COC1=CC(=CC=2CCN(C=CC21)C)S(=O)(=O)C (6-methoxy-3-methyl-8-methylsulfonyl-1H-3-benzazepine hydrochloride), Br (hydrobromic acid). Procedure: By the same procedure, 8-bromo-6-methoxy-3-methyl-2,3,4,5-tetrahydro-1H-3-benzazepine is converted to 6-methoxy-3-methyl-8-methylsulfonyl-1H-3-benzazepine hydrochloride which is treated with 48% hydrobromic acid to give 6-hydroxy-3-methyl-8-methylsulfonyl-1H-3benzazepine hydrobromide. RXN SMILES: [Br:1]C1C=C(OC)C2CCN(C)CCC=2C=1.Cl.C[O:18][C:19]1[C:29]2[CH:28]=[CH:27][N:26]([CH3:30])[CH2:25][CH2:24][C:23]=2[CH:22]=[C:21]([S:31]([CH3:34])(=[O:33])=[O:32])[CH:20]=1.Br>>[BrH:1].[OH:18][C:19]1[C:29]2[CH:28]=[CH:27][N:26]([CH3:30])[CH2:25][CH2:24][C:23]=2[CH:22]=[C:21]([S:31]([CH3:34])(=[O:33])=[O:32])[CH:20]=1 |f:1.2,4.5|. The product is Br.OC1=CC(=CC=2CCN(C=CC21)C)S(=O)(=O)C (6-hydroxy-3-methyl-8-methylsulfonyl-1H-3benzazepine hydrobromide). Reactants: CC(C)(C)S(N)=O, O=Cc1cc([N+](=O)[O-])ccc1SC1CC1, ClCCl. Yields the product CC(C)(C)S(=O)N=Cc1cc([N+](=O)[O-])ccc1SC1CC1. As a reaction SMILES: [C:16]([CH3:17])([CH3:18])([CH3:19])[S:20](=[O:21])[NH2:22].[CH:1]1([S:4][c:5]2[c:6]([CH:7]=[O:8])[cH:9][c:10]([N+:13](=[O:14])[O-:15])[cH:11][cH:12]2)[CH2:2][CH2:3]1.[Cl:23][CH2:24][Cl:25]>>[CH:1]1([S:4][c:5]2[c:6]([CH:7]=[N:22][S:20]([C:16]([CH3:17])([CH3:18])[CH3:19])=[O:21])[cH:9][c:10]([N+:13](=[O:14])[O-:15])[cH:11][cH:12]2)[CH2:2][CH2:3]1.